From a dataset of the Open Reaction Database (ORD), a public repository of structured organic reaction records. describe an organic reaction: reactants, conditions, products, and yield Starting materials: Br, CCOC(=O)c1c(Br)[nH]c2c1CCc1cnccc1-2, CCO, Cc1ccccc1, [Cl-], [Li+]. Product: CCOC(=O)c1c[nH]c2c1CCc1cnccc1-2. As a reaction SMILES: [BrH:1].[CH2:2]([CH3:3])[O:4][C:5](=[O:6])[c:7]1[c:8]([Br:20])[nH:9][c:10]2[c:19]1[CH2:18][CH2:17][c:16]1[c:11]-2[cH:12][cH:13][n:14][cH:15]1.[CH3:23][CH2:24][OH:25].[CH3:26][c:27]1[cH:28][cH:29][cH:30][cH:31][cH:32]1.[Cl-:21].[Li+:22]>>[CH2:2]([CH3:3])[O:4][C:5](=[O:6])[c:7]1[cH:8][nH:9][c:10]2[c:19]1[CH2:18][CH2:17][c:16]1[c:11]-2[cH:12][cH:13][n:14][cH:15]1. Reactants: CCC(C)(C)c1ccc(CCl)cc1, CNCc1cccc2ccccc12, CN(C)C=O, [Na+], [Na+], O=C([O-])[O-], O. The product is CCC(C)(C)c1ccc(CN(C)Cc2cccc3ccccc23)cc1, Cl. As a reaction SMILES: [C:25]([CH3:26])([CH3:27])([CH2:28][CH3:29])[c:30]1[cH:31][cH:32][c:33]([CH2:34][Cl:35])[cH:36][cH:37]1.[CH3:1][NH:2][CH2:3][c:4]1[cH:5][cH:6][cH:7][c:8]2[cH:9][cH:10][cH:11][cH:12][c:13]12.[CH3:20][N:21]([CH3:22])[CH:23]=[O:24].[Na+:14].[Na+:15].[O-:16][C:17](=[O:18])[O-:19].[OH2:38]>>[CH3:1][N:2]([CH2:3][c:4]1[cH:5][cH:6][cH:7][c:8]2[cH:9][cH:10][cH:11][cH:12][c:13]12)[CH2:34][c:33]1[cH:32][cH:31][c:30]([C:25]([CH3:26])([CH3:27])[CH2:28][CH3:29])[cH:37][cH:36]1.[ClH:35]. Run in O (water). Isolated yield 29.8%. Reaction SMILES: [N+:1]([C:4]1[CH:21]=[CH:20][CH:19]=[CH:18][C:5]=1[CH:6]=[C:7]([C:13]([O:15][CH2:16][CH3:17])=[O:14])[C:8](OCC)=[O:9])([O-])=O.C(O)(=O)C.C(OCC)(=O)C>[Fe].O>[O:9]=[C:8]1[C:7]([C:13]([O:15][CH2:16][CH3:17])=[O:14])=[CH:6][C:5]2[C:4](=[CH:21][CH:20]=[CH:19][CH:18]=2)[NH:1]1. Conditions: temperature 80 celsius, time 5 hour. Procedure details: 29.0 g (0.21 mol) of diethyl 2-(2-nitrobenzylidene)malonate was added to 100 mL of acetic acid at room temperature, and the mixture was heated to 80° C. 37.0 g (0.66 mol) of an iron powder was slowly added to the above mixture, and thus the reaction temperature increased to 100° C. After the reaction temperature decreased, the reaction was carried out at 80° C. for 5 hours. The reaction mixture was cooled to room temperature, and then ethyl acetate and water were added thereto. Insoluble materia... Product: O=C1NC2=CC=CC=C2C=C1C(=O)OCC (ethyl 2-oxo-1,2-dihydroquinoline-3-carboxylate). Reactants: [N+](=O)([O-])C1=C(C=C(C(=O)OCC)C(=O)OCC)C=CC=C1 (diethyl 2-(2-nitrobenzylidene)malonate), C(C)(=O)O (acetic acid), C(C)(=O)OCC (ethyl acetate). Reagents/catalysts: [Fe] (iron). Reported procedure: To a solution of ethyl 1-(3,4-difluorobenzyl)-4-hydroxy-6-methyl-1H-pyrrolo[2,3-b]pyridine-5-carboxylate (5.0 g, 13.7 mmol) in acetonitrile (100 mL) was added pyridine (1.3 mL, 15.77 mmol) and the mixture was cooled to 0° C. and triflic anhydride (2.55 mL, 15.09 mmol) was added dropwise in ˜10 min. The mixture was stirred at RT for 1 h then charged with sodium iodide (10.28 g, 68.6 mmol) in one portion followed by dropwise addition of hydrochloric acid (7.54 mL, 15.09 mmol) (2 M/water). The mixt... Yield: 92.6%. Solvent: C(C)#N (acetonitrile). Reaction conditions: temperature 0 celsius, time 1 hour. The product is FC=1C=C(CN2C=CC=3C2=NC(=C(C3I)C(=O)OCC)C)C=CC1F (ethyl 1-(3,4-difluorobenzyl)-4-iodo-6-methyl-1H-pyrrolo[2,3-b]pyridine-5-carboxylate). Reactants: FC=1C=C(CN2C=CC=3C2=NC(=C(C3O)C(=O)OCC)C)C=CC1F (ethyl 1-(3,4-difluorobenzyl)-4-hydroxy-6-methyl-1H-pyrrolo[2,3-b]pyridine-5-carboxylate), N1=CC=CC=C1 (pyridine), [I-].[Na+] (sodium iodide), Cl (hydrochloric acid), S(=O)(=O)(C(F)(F)F)OS(=O)(=O)C(F)(F)F (triflic anhydride), C(=O)(O)[O-].[Na+].O (NaHCO3 water). As a reaction SMILES: [F:1][C:2]1[CH:3]=[C:4]([CH:22]=[CH:23][C:24]=1[F:25])[CH2:5][N:6]1[C:10]2=[N:11][C:12]([CH3:21])=[C:13]([C:16]([O:18][CH2:19][CH3:20])=[O:17])[C:14](O)=[C:9]2[CH:8]=[CH:7]1.N1C=CC=CC=1.S(OS(C(F)(F)F)(=O)=O)(C(F)(F)F)(=O)=O.[I-:47].[Na+].Cl.C([O-])(O)=O.[Na+].O>C(#N)C>[F:1][C:2]1[CH:3]=[C:4]([CH:22]=[CH:23][C:24]=1[F:25])[CH2:5][N:6]1[C:10]2=[N:11][C:12]([CH3:21])=[C:13]([C:16]([O:18][CH2:19][CH3:20])=[O:17])[C:14]([I:47])=[C:9]2[CH:8]=[CH:7]1 |f:3.4,6.7.8|. The reactants are C(C)OC(CCC(O)C(F)(F)F)=O (4-trifluoromethyl-4-hydroxybutyric acid ethyl ester), C1(=CC=CC=C1)P(C1=CC=CC=C1)C1=CC=CC=C1 (triphenylphosphine), C1(C=2C(C(N1)=O)=CC=CC2)=O (phthalimide), N(=NC(=O)OCC)C(=O)OCC (diethyl azodicarboxylate). The solvent is O1CCCC1 (tetrahydrofuran). Yields the product C(C)OC(CCC(N1C(C=2C(C1=O)=CC=CC2)=O)C(F)(F)F)=O (4-trifluoromethyl-4-phthalimidobutyric acid ethyl ester). RXN SMILES: [CH2:1]([O:3][C:4](=[O:13])[CH2:5][CH2:6][CH:7]([C:9]([F:12])([F:11])[F:10])O)[CH3:2].C1(P(C2C=CC=CC=2)C2C=CC=CC=2)C=CC=CC=1.[C:33]1(=[O:43])[NH:37][C:36](=[O:38])[C:35]2=[CH:39][CH:40]=[CH:41][CH:42]=[C:34]12.N(C(OCC)=O)=NC(OCC)=O>O1CCCC1>[CH2:1]([O:3][C:4](=[O:13])[CH2:5][CH2:6][CH:7]([C:9]([F:12])([F:11])[F:10])[N:37]1[C:36](=[O:38])[C:35]2=[CH:39][CH:40]=[CH:41][CH:42]=[C:34]2[C:33]1=[O:43])[CH3:2]. Reported procedure: To a solution of 30 mmole of 4-trifluoromethyl-4-oxobutyric acid ethyl ester in 20 ml of ethanol cooled to 0° C. is added 30 mmole of sodium borohydride. The reaction mixture is stirred at 0° C. for 4 hours then acidified with M HCl to a pH of 1. The solvent is evaporated under reduced pressure and the residue is partitioned between water and ether. The organic phase is washed with brine, dried over magnesium sulfate and concentrated to give 4-trifluoromethyl-4-hydroxybutyric acid ethyl ester. A...